This data is from the Open Reaction Database (ORD), a public repository of structured organic reaction records. The task is: describe an organic reaction: reactants, conditions, products, and yield Reactants: CNC(=O)c1cccc(Oc2ccc([N+](=O)[O-])cc2)c1, CCOC(C)=O. Product: CNC(=O)c1cccc(Oc2ccc(N)cc2)c1. RXN SMILES: [CH3:1][NH:2][C:3](=[O:4])[c:5]1[cH:6][c:7]([O:8][c:9]2[cH:10][cH:11][c:12]([N+:15]([O-:16])=[O:17])[cH:13][cH:14]2)[cH:18][cH:19][cH:20]1.[CH3:21][CH2:22][O:23][C:24]([CH3:25])=[O:26]>>[CH3:1][NH:2][C:3](=[O:4])[c:5]1[cH:6][c:7]([O:8][c:9]2[cH:10][cH:11][c:12]([NH2:15])[cH:13][cH:14]2)[cH:18][cH:19][cH:20]1. The reactants are CC(C)(C)OC(=O)N1CC(Nc2ncnc(N(Cc3ccccc3)Cc3ccccc3)c2[N+](=O)[O-])C1, CCOC(C)=O, [Cl-], [NH4+], [Zn]. Product: CC(C)(C)OC(=O)N1CC(Nc2ncnc(N(Cc3ccccc3)Cc3ccccc3)c2N)C1. As a reaction SMILES: [CH2:1]([c:2]1[cH:3][cH:4][cH:5][cH:6][cH:7]1)[N:8]([c:9]1[c:10]([N+:27]([O-:28])=[O:29])[c:11]([NH:15][CH:16]2[CH2:17][N:18]([C:20](=[O:21])[O:22][C:23]([CH3:24])([CH3:25])[CH3:26])[CH2:19]2)[n:12][cH:13][n:14]1)[CH2:30][c:31]1[cH:32][cH:33][cH:34][cH:35][cH:36]1.[CH3:40][CH2:41][O:42][C:43](=[O:44])[CH3:45].[Cl-:37].[NH4+:38].[Zn:39]>>[CH2:1]([c:2]1[cH:3][cH:4][cH:5][cH:6][cH:7]1)[N:8]([c:9]1[c:10]([NH2:27])[c:11]([NH:15][CH:16]2[CH2:17][N:18]([C:20](=[O:21])[O:22][C:23]([CH3:24])([CH3:25])[CH3:26])[CH2:19]2)[n:12][cH:13][n:14]1)[CH2:30][c:31]1[cH:32][cH:33][cH:34][cH:35][cH:36]1. Starting materials: CC1(OB(OC1(C)C)C=1C=C2C=CC=C(C2=CC1)C(=O)OC)C (Methyl 6-(4,4,5,5-tetramethyl-1,3,2-dioxaborolan-2-yl)-1-naphthoate), BrC1=C2C=CN=CC2=CC=C1 (5-Bromoisoquinoline), solution, C([O-])([O-])=O.[Na+].[Na+] (sodium carbonate), palladium tetrakistriphenylphospine. Run in C1(=CC=CC=C1)C.CCO (Toluene EtOH). Product: C1=NC=CC2=C(C=CC=C12)C=1C=C2C=CC=C(C2=CC1)C(=O)OC (Methyl 6-(isoquinolin-5-yl)-1-naphthoate). The yield is 70.9%. RXN SMILES: CC1(C)C(C)(C)OB([C:9]2[CH:10]=[C:11]3[C:16](=[CH:17][CH:18]=2)[C:15]([C:19]([O:21][CH3:22])=[O:20])=[CH:14][CH:13]=[CH:12]3)O1.Br[C:25]1[CH:34]=[CH:33][CH:32]=[C:31]2[C:26]=1[CH:27]=[CH:28][N:29]=[CH:30]2.C(=O)([O-])[O-].[Na+].[Na+]>C1(C)C=CC=CC=1.CCO>[CH:30]1[C:31]2[C:26](=[C:25]([C:9]3[CH:10]=[C:11]4[C:16](=[CH:17][CH:18]=3)[C:15]([C:19]([O:21][CH3:22])=[O:20])=[CH:14][CH:13]=[CH:12]4)[CH:34]=[CH:33][CH:32]=2)[CH:27]=[CH:28][N:29]=1 |f:2.3.4,5.6|. Procedure details: Methyl 6-(4,4,5,5-tetramethyl-1,3,2-dioxaborolan-2-yl)-1-naphthoate (2.2 g, 7.0 mmol), 5-Bromoisoquinoline (1.33 g, 6.3 mmol), a 2M solution of sodium carbonate (9.6 mL) and palladium tetrakistriphenylphospine (0.37 g, 0.32 mmol) were heated in Toluene-EtOH (105 mL-21 mL) at 80° C. overnight. Solvent was evaporated and mixture was extracted with ethyl acetate. Organic phase was washed with brine, dried, filtered and evaporated. Residue was purified by chromatography (ethyl acetate-hexane 10:90->... Reported procedure: Methyl 4-(4-chlorophenyl)-4-cyclopropyl-2-fluorobut-2-enoate prepared as described in Example 1 (0.91 g) in dry diethyl ether (20 ml) was added dropwise to a stirred suspension of lithium aluminium hydride (0.34 g) in dry diethyl ether (25 ml) at 0° C. Stirring was continued during 40 minutes, while the mixture warmed to room temperature. Water (4 ml) was added, and the mixture was extracted with diethyl ether (3×20 ml). The combined organic layers were washed with water (3×10 ml), dried and eva... The solvent is C(C)OCC (diethyl ether), C(C)OCC (diethyl ether). Isolated yield 78.0%. Reaction conditions: time 40 minute. Starting materials: ClC1=CC=C(C=C1)C(C=C(C(=O)OC)F)C1CC1 (Methyl 4-(4-chlorophenyl)-4-cyclopropyl-2-fluorobut-2-enoate), [H-].[Al+3].[Li+].[H-].[H-].[H-] (lithium aluminium hydride), O (Water), Example 1. Reaction SMILES: [Cl:1][C:2]1[CH:7]=[CH:6][C:5]([CH:8]([CH:16]2[CH2:18][CH2:17]2)[CH:9]=[C:10]([F:15])[C:11](OC)=[O:12])=[CH:4][CH:3]=1.[H-].[Al+3].[Li+].[H-].[H-].[H-].O>C(OCC)C>[Cl:1][C:2]1[CH:3]=[CH:4][C:5]([CH:8]([CH:16]2[CH2:17][CH2:18]2)[CH:9]=[C:10]([F:15])[CH2:11][OH:12])=[CH:6][CH:7]=1 |f:1.2.3.4.5.6|. The product is ClC1=CC=C(C=C1)C(C=C(CO)F)C1CC1 (4-(4-chlorophenyl)-4-cyclopropyl-2-fluorobut-2-enol). The reactants are C(C)(C)(C)OC(NCCCN)=O ((3-amino-propyl)-carbamic acid tert-butyl ester), N1=CC=CC=2CCCC(C12)=O (6,7-dihydro-5H-quinolin-8-one), [BH-](OC(=O)C)(OC(=O)C)OC(=O)C.[Na+] (NaBH(OAc)3). Solvent: C(Cl)Cl (CH2Cl2). The product is C(C)(C)(C)OC(NCCCNC1CCCC=2C=CC=NC12)=O ([3-(5,6,7,8-tetrahydro-quinolin-8-ylamino)-propyl]-carbamic acid tert-butyl ester). RXN SMILES: [C:1]([O:5][C:6](=[O:12])[NH:7][CH2:8][CH2:9][CH2:10][NH2:11])([CH3:4])([CH3:3])[CH3:2].[N:13]1[C:22]2[C:21](=O)[CH2:20][CH2:19][CH2:18][C:17]=2[CH:16]=[CH:15][CH:14]=1.[BH-](OC(C)=O)(OC(C)=O)OC(C)=O.[Na+]>C(Cl)Cl>[C:1]([O:5][C:6](=[O:12])[NH:7][CH2:8][CH2:9][CH2:10][NH:11][CH:21]1[C:22]2[N:13]=[CH:14][CH:15]=[CH:16][C:17]=2[CH2:18][CH2:19][CH2:20]1)([CH3:4])([CH3:2])[CH3:3] |f:2.3|. Reported procedure: Using General Procedure B, reaction of (3-amino-propyl)-carbamic acid tert-butyl ester, 6,7-dihydro-5H-quinolin-8-one and NaBH(OAc)3 in CH2Cl2 gave [3-(5,6,7,8-tetrahydro-quinolin-8-ylamino)-propyl]-carbamic acid tert-butyl ester as a light brown oil plus ˜15% impurity. 1H NMR (CDCl3) δ 1.43 (s, 9H), 1.77 (m, 4H), 2.00 (m, 2H), 2.80 (m, 4H), 3.24 (m, 2H), 3.74 (t, 1H, J=7.5 Hz), 5.36 (br, 1H(NH)), 7.06 (m, 1H), 7.37 (d, 1H, J=7.5 Hz), 8.39 (d, 1H, J=4.5 Hz). Starting materials: BrC12CC3(CC(CC(C1)C3)(C2)C)C (1-bromo-3,5-dimethyladamantane), C(C=C)#N (acrylonitrile), C(CCC)[SnH](CCCC)CCCC (tri-n-butyltin hydride). The reagents and catalysts are N(=NC1(CCCCC1)C#N)C1(CCCCC1)C#N (1,1′-azobis(cyclohexanecarbonitrile)). Solvent: CCOCC (ether), C1(=CC=CC=C1)C (toluene). Product: CC12CC3(CC(CC(C1)(C3)C)C2)CCC#N (3-(3, 5-Dimethyl-1-adamantyl)propionitrile). Isolated yield 86.3%. RXN SMILES: Br[C:2]12[CH2:11][C:6]3([CH3:12])[CH2:7][CH:8]([CH2:10][C:4]([CH3:13])([CH2:5]3)[CH2:3]1)[CH2:9]2.[C:14](#[N:17])[CH:15]=[CH2:16].C([SnH](CCCC)CCCC)CCC>C1(C)C=CC=CC=1.CCOCC.N(C1(C#N)CCCCC1)=NC1(C#N)CCCCC1>[CH3:12][C:6]12[CH2:7][CH:8]3[CH2:10][C:4]([CH3:13])([CH2:3][C:2]([CH2:16][CH2:15][C:14]#[N:17])([CH2:9]3)[CH2:11]1)[CH2:5]2. Procedure: A solution of 1-bromo-3,5-dimethyladamantane (1.0 g, 4.11 mmol), acrylonitrile (436 mg, 8.22 mmol) and 1,1′-azobis(cyclohexanecarbonitrile) (50 mg, 0.21 mmol) in dry toluene (12 mL) was treated with tri-n-butyltin hydride (1.44 g, 4.93 mmol) at room temperature, refluxed for 3.5 h, cooled, diluted with ether (30 mL), washed with 0.2-M NH4OH (30 mL), water (10 mL), dried (MgSO4) and concentrated in vacuo. The residue was purified by chromatography [SiO2, CH2Cl2-hexane (0:100 to 100:0)] to give th... Reactants: COC(=O)c1ccc(-c2cnc(N)c(OC(C)c3cccc(F)c3C(F)(F)F)c2)cc1, CCOC(C)=O, CC(C)O, [Li+], [OH-], O. Product: CC(Oc1cc(-c2ccc(C(=O)O)cc2)cnc1N)c1cccc(F)c1C(F)(F)F. RXN SMILES: [CH3:1][O:2][C:3]([c:4]1[cH:5][cH:6][c:7](-[c:10]2[cH:11][n:12][c:13]([NH2:30])[c:14]([O:16][CH:17]([CH3:18])[c:19]3[c:20]([C:26]([F:27])([F:28])[F:29])[c:21]([F:25])[cH:22][cH:23][cH:24]3)[cH:15]2)[cH:8][cH:9]1)=[O:31].[CH3:39][CH2:40][O:41][C:42]([CH3:43])=[O:44].[CH:35]([OH:36])([CH3:37])[CH3:38].[Li+:34].[OH-:33].[OH2:32]>>[O:2]=[C:3]([c:4]1[cH:5][cH:6][c:7](-[c:10]2[cH:11][n:12][c:13]([NH2:30])[c:14]([O:16][CH:17]([CH3:18])[c:19]3[c:20]([C:26]([F:27])([F:28])[F:29])[c:21]([F:25])[cH:22][cH:23][cH:24]3)[cH:15]2)[cH:8][cH:9]1)[OH:31].